This data is from the Open Reaction Database (ORD), a public repository of structured organic reaction records. The task is: describe an organic reaction: reactants, conditions, products, and yield Reactants: [N+](=O)([O-])C1=CC(=C(N)C=C1)C(F)(F)F (4-nitro-2-trifluoromethylaniline), ClC1=C(C(=C(C(=N1)Cl)Cl)Cl)Cl (pentachloropyridine). Solvent: CN(C)C=O (DMF). Conditions: temperature 0 celsius. Yields the product ClC1=NC(=C(C(=C1Cl)NC1=C(C=C(C=C1)[N+](=O)[O-])C(F)(F)F)Cl)Cl (N-(2,3,5,6-TETRACHLORO-4-PYRIDYL)-N-(4-NITRO-2-TRIFLUOROMETHYLPHENYL)AMINE). RXN SMILES: [N+:1]([C:4]1[CH:10]=[CH:9][C:7]([NH2:8])=[C:6]([C:11]([F:14])([F:13])[F:12])[CH:5]=1)([O-:3])=[O:2].[Cl:15][C:16]1[N:21]=[C:20]([Cl:22])[C:19]([Cl:23])=[C:18](Cl)[C:17]=1[Cl:25]>CN(C=O)C>[Cl:22][C:20]1[C:19]([Cl:23])=[C:18]([NH:8][C:7]2[CH:9]=[CH:10][C:4]([N+:1]([O-:3])=[O:2])=[CH:5][C:6]=2[C:11]([F:12])([F:13])[F:14])[C:17]([Cl:25])=[C:16]([Cl:15])[N:21]=1. Procedure: Sodium hydride (4.8 grams of 57% oil dispersion) was washed with pentane and 30 ml. of DMF was added under nitrogen. The slurry was stirred and cooled to 0° C. To this was added a solution of 4-nitro-2-trifluoromethylaniline (11.0 grams, 0.053 mole) in 20 ml. of DMF; the addition was carried out slowly, keeping the temperature of the reaction mixture below 10° C. The reaction mixture was stirred for one hour, slowly reaching room temperature. The reaction mixture was then cooled to 0° C., pentac... As a reaction SMILES: [CH3:1][N+:2]1([CH2:27][CH2:28][C:29]([O:31][CH2:32][CH2:33][CH2:34][CH2:35][CH2:36][O:37][C:38]([CH2:40][CH2:41][N+:42]2([CH3:67])[CH:51]([CH2:52][C:53]3[CH:54]=[CH:55][C:56]([O:61][CH3:62])=[C:57]([O:59][CH3:60])[CH:58]=3)[C:50]3[CH:49]=[C:48]([O:63][CH3:64])[C:47]([O:65][CH3:66])=[CH:46][C:45]=3[CH2:44][CH2:43]2)=[O:39])=[O:30])[CH:11]([CH2:12][C:13]2[CH:14]=[CH:15][C:16]([O:21][CH3:22])=[C:17]([O:19][CH3:20])[CH:18]=2)[C:10]2[CH:9]=[C:8]([O:23][CH3:24])[C:7]([O:25][CH3:26])=[CH:6][C:5]=2[CH2:4][CH2:3]1.[CH:68]1[CH:69]=[CH:70][C:71]([S:74]([O-:77])(=[O:76])=[O:75])=[CH:72][CH:73]=1.[CH:78]1[CH:79]=[CH:80][C:81]([S:84]([O-:87])(=[O:86])=[O:85])=[CH:82][CH:83]=1.ClCCl.C1(S(O)(=O)=O)C=CC=CC=1>CO>[CH3:67][N@@+:42]1([CH2:41][CH2:40][C:38]([O:37][CH2:36][CH2:35][CH2:34][CH2:33][CH2:32][O:31][C:29]([CH2:28][CH2:27][N@+:2]2([CH3:1])[C@H:11]([CH2:12][C:13]3[CH:14]=[CH:15][C:16]([O:21][CH3:22])=[C:17]([O:19][CH3:20])[CH:18]=3)[C:10]3[CH:9]=[C:8]([O:23][CH3:24])[C:7]([O:25][CH3:26])=[CH:6][C:5]=3[CH2:4][CH2:3]2)=[O:30])=[O:39])[C@H:51]([CH2:52][C:53]2[CH:54]=[CH:55][C:56]([O:61][CH3:62])=[C:57]([O:59][CH3:60])[CH:58]=2)[C:50]2[CH:49]=[C:48]([O:63][CH3:64])[C:47]([O:65][CH3:66])=[CH:46][C:45]=2[CH2:44][CH2:43]1.[CH:68]1[CH:69]=[CH:70][C:71]([S:74]([O-:77])(=[O:76])=[O:75])=[CH:72][CH:73]=1.[CH:78]1[CH:79]=[CH:80][C:81]([S:84]([O-:87])(=[O:86])=[O:85])=[CH:82][CH:83]=1 |f:0.1.2,6.7.8|. Procedure: Cisatracurium besylate is disclosed in U.S. Pat. No. 5,453,510 (hereinafter U.S. '510). U.S. '510 describes the formation of (R)-tetrahydro-papaverine (compound HA) from compound (II) which is converted into a mixture of R and S diastereoisomer salts with the chiral amino acid, N-acetyl-L-leucine, resulting in the formation of a mixture of 83% of the R and 17% of the S diastereoisomer. Crystallization of the mixture from acetone affords 97% (R)-tetrahydropapaverine-N-acetyl-L-leucinate and 3% (S... Starting materials: ClCCl (dichloromethane), C1(=CC=CC=C1)S(=O)(=O)O (benzenesulfonic acid), C[N+]1(CCC=2C=C(C(=CC2C1CC=3C=CC(=C(C3)OC)OC)OC)OC)CCC(=O)OCCCCCOC(=O)CC[N+]4(CCC=5C=C(C(=CC5C4CC=6C=CC(=C(C6)OC)OC)OC)OC)C.C=1C=CC(=CC1)S(=O)(=O)[O-].C=1C=CC(=CC1)S(=O)(=O)[O-] (atracurium besylate), C[N+]1(CCC=2C=C(C(=CC2C1CC=3C=CC(=C(C3)OC)OC)OC)OC)CCC(=O)OCCCCCOC(=O)CC[N+]4(CCC=5C=C(C(=CC5C4CC=6C=CC(=C(C6)OC)OC)OC)OC)C.C=1C=CC(=CC1)S(=O)(=O)[O-].C=1C=CC(=CC1)S(=O)(=O)[O-] (atracurium besylate). The solvent is CO (methanol). The product is C[N@@+]1(CCC=2C=C(C(=CC2[C@H]1CC=3C=CC(=C(C3)OC)OC)OC)OC)CCC(=O)OCCCCCOC(=O)CC[N@+]4(CCC=5C=C(C(=CC5[C@H]4CC=6C=CC(=C(C6)OC)OC)OC)OC)C.C=1C=CC(=CC1)S(=O)(=O)[O-].C=1C=CC(=CC1)S(=O)(=O)[O-] (cisatracurium besylate). The reactants are C1CCOC1, [Li]CCCC, CC(C)NC(C)C, ClCI, COC(=O)C1CCN(C(=O)OC(C)(C)C)CC1. Product: COC(=O)C1(CCl)CCN(C(=O)OC(C)(C)C)CC1. RXN SMILES: [CH2:33]1[O:34][CH2:35][CH2:36][CH2:37]1.[CH3:8][CH2:9][CH2:10][CH2:11][Li:12].[CH:1]([NH:2][CH:3]([CH3:4])[CH3:5])([CH3:6])[CH3:7].[Cl:30][CH2:31][I:32].[N:13]1([C:23](=[O:24])[O:25][C:26]([CH3:27])([CH3:28])[CH3:29])[CH2:14][CH2:15][CH:16]([C:19](=[O:20])[O:21][CH3:22])[CH2:17][CH2:18]1>>[N:13]1([C:23](=[O:24])[O:25][C:26]([CH3:27])([CH3:28])[CH3:29])[CH2:14][CH2:15][C:16]([C:19](=[O:20])[O:21][CH3:22])([CH2:31][Cl:30])[CH2:17][CH2:18]1. Starting materials: ClC1(C2(CCC(C1)C2(C)C)C)Cl (dichlorocamphane), cis-pinanol, [K] (potassium), alkoxide. Solvent: cis-pinanol. Run at temperature 197 celsius. The product is ClC1(C2(CCC(C1)C2(C)C)C)Cl (dichlorocamphane), C12(C=CC(=CC1)C2(C)C)C (bornadiene). Reaction SMILES: [K].[Cl:2][C:3]1([Cl:13])[CH2:8][CH:7]2[C:9]([CH3:11])([CH3:10])[C:4]1([CH3:12])[CH2:5][CH2:6]2>>[Cl:2][C:3]1([Cl:13])[CH2:8][CH:7]2[C:9]([CH3:10])([CH3:11])[C:4]1([CH3:12])[CH2:5][CH2:6]2.[C:4]12([CH3:12])[C:9]([CH3:11])([CH3:10])[C:7](=[CH:6][CH2:5]1)[CH:8]=[CH:3]2 |^1:0|. Reported procedure: A 3-neck 100 ml flask was charged with 50 ml of cis-pinanol. 1.4 g (0.036 g atoms) of potassium metal was added and the flask was brought to reflux at 197° C. with stirring under nitrogen. When alkoxide formation was complete, 3.5 g (16.7 mmoles) dichlorocamphane was added to the reaction. Using gas chromatography, conversions were calculated with cis-pinanol as the internal standard. The use of cis-PinanOK gave nearly complete conversion of dichlorocamphane to bornadiene in 12 minutes. This is ... The reactants are CC(C)(C)OC(=O)NCCCc1ccc(F)cc1, C1CCOC1, CI, [H-], [Na+]. Yields the product CN(CCCc1ccc(F)cc1)C(=O)OC(C)(C)C. As a reaction SMILES: [C:1]([CH3:2])([CH3:3])([CH3:4])[O:5][C:6]([NH:7][CH2:8][CH2:9][CH2:10][c:11]1[cH:12][cH:13][c:14]([F:17])[cH:15][cH:16]1)=[O:18].[CH2:23]1[O:24][CH2:25][CH2:26][CH2:27]1.[CH3:21][I:22].[H-:20].[Na+:19]>>[C:1]([CH3:2])([CH3:3])([CH3:4])[O:5][C:6]([N:7]([CH2:8][CH2:9][CH2:10][c:11]1[cH:12][cH:13][c:14]([F:17])[cH:15][cH:16]1)[CH3:21])=[O:18]. Starting materials: COCC12Cc3cnn(-c4ccc(F)cc4)c3C=C1CCN(S(=O)(=O)c1cncc(Br)c1)C2, Cl, FC1CCNC1. Product: COCC12Cc3cnn(-c4ccc(F)cc4)c3C=C1CCN(S(=O)(=O)c1cncc(N3CCC(F)C3)c1)C2. RXN SMILES: [Br:1][c:2]1[cH:3][c:4]([S:8](=[O:9])(=[O:10])[N:11]2[CH2:12][C:13]3([CH2:31][O:32][CH3:33])[CH2:14][c:15]4[c:16]([n:21](-[c:24]5[cH:25][cH:26][c:27]([F:30])[cH:28][cH:29]5)[n:22][cH:23]4)[CH:17]=[C:18]3[CH2:19][CH2:20]2)[cH:5][n:6][cH:7]1.[ClH:34].[F:35][CH:36]1[CH2:37][NH:38][CH2:39][CH2:40]1>>[c:2]1([N:38]2[CH2:37][CH:36]([F:35])[CH2:40][CH2:39]2)[cH:3][c:4]([S:8](=[O:9])(=[O:10])[N:11]2[CH2:12][C:13]3([CH2:31][O:32][CH3:33])[CH2:14][c:15]4[c:16]([n:21](-[c:24]5[cH:25][cH:26][c:27]([F:30])[cH:28][cH:29]5)[n:22][cH:23]4)[CH:17]=[C:18]3[CH2:19][CH2:20]2)[cH:5][n:6][cH:7]1. Reactants: Cc1cc2c(cc1Cl)C3(CCN(CC3)C(=O)OC(C)(C)C)C[C@H]2C(C)(C)NC(=O)C, C1CCNCC1. Reagents/catalysts: [O-]P(=O)([O-])[O-].[K+].[K+].[K+], [Cu]I, Cc1cccc(c1NC(=O)C(=O)O)C. The solvent is CS(=O)C, CS(=O)C. Reaction conditions: temperature 80 celsius, time 18 hour. Yields the product Cc1cc2c(cc1N3CCCCC3)C4(CCN(CC4)C(=O)OC(C)(C)C)C[C@H]2C(C)(C)NC(=O)C. The yield is 0.0%.